From a dataset of the Open Reaction Database (ORD), a public repository of structured organic reaction records. describe an organic reaction: reactants, conditions, products, and yield Reported procedure: Beginning with (6-fluoroindol-3-yl)acetamide and (6,6-dimethyl-5,6-dihydro-4H-pyrrolo[3,2,1-ij]quinolin-1-yl)oxoacetic acid methyl ester, the title compound was prepared essentially as described in Example 1. Reaction SMILES: [F:1][C:2]1[CH:10]=[C:9]2[C:5]([C:6]([CH2:11][C:12]([NH2:14])=[O:13])=[CH:7][NH:8]2)=[CH:4][CH:3]=1.C[O:16][C:17](=O)[C:18]([C:20]1[C:30]2=[C:31]3[C:26](=[CH:27][CH:28]=[CH:29]2)[C:25]([CH3:33])([CH3:32])[CH2:24][CH2:23][N:22]3[CH:21]=1)=O>>[CH3:32][C:25]1([CH3:33])[C:26]2[C:31]3=[C:30]([C:20]([C:18]4[C:17](=[O:16])[NH:14][C:12](=[O:13])[C:11]=4[C:6]4[C:5]5[C:9](=[CH:10][C:2]([F:1])=[CH:3][CH:4]=5)[NH:8][CH:7]=4)=[CH:21][N:22]3[CH2:23][CH2:24]1)[CH:29]=[CH:28][CH:27]=2. Starting materials: FC1=CC=C2C(=CNC2=C1)CC(=O)N ((6-fluoroindol-3-yl)acetamide), COC(C(=O)C1=CN2CCC(C3=CC=CC1=C23)(C)C)=O ((6,6-dimethyl-5,6-dihydro-4H-pyrrolo[3,2,1-ij]quinolin-1-yl)oxoacetic acid methyl ester). Product: CC1(CCN2C3=C(C=CC=C13)C(=C2)C=2C(NC(C2C2=CNC1=CC(=CC=C21)F)=O)=O)C (3-(6,6-dimethyl-5,6-dihydro-4H-pyrrolo[3,2,1-ij]quinolin-1-yl)-4-(6-fluoro-1H-indol-3-yl)pyrrole-2,5-dione). Reactants: NC=1C=C(C=CC1)C1=CC=NC=2N1N=C(C2C(=O)N)C2=CC=C(C=C2)OC2=CC=CC=C2 (7-(3-aminophenyl)-2-(4-phenoxyphenyl)pyrazolo[1,5-a]pyrimidine-3-carboxamide), C(C=C)(=O)Cl (acryloyl chloride). The reagents and catalysts are TEA. The solvent is C(Cl)Cl (DCM). Conditions: time 1 minute. Yields the product C(C=C)(=O)NC=1C=C(C=CC1)C1=CC=NC=2N1N=C(C2C(=O)N)C2=CC=C(C=C2)OC2=CC=CC=C2 (7-(3-acrylamido phenyl)-2-(4-phenoxyphenyl)pyrazolo[1,5-a]pyrimidine-3-carboxamide). Yield: 10.5%. As a reaction SMILES: [NH2:1][C:2]1[CH:3]=[C:4]([C:8]2[N:13]3[N:14]=[C:15]([C:20]4[CH:25]=[CH:24][C:23]([O:26][C:27]5[CH:32]=[CH:31][CH:30]=[CH:29][CH:28]=5)=[CH:22][CH:21]=4)[C:16]([C:17]([NH2:19])=[O:18])=[C:12]3[N:11]=[CH:10][CH:9]=2)[CH:5]=[CH:6][CH:7]=1.[C:33](Cl)(=[O:36])[CH:34]=[CH2:35]>C(Cl)Cl>[C:33]([NH:1][C:2]1[CH:3]=[C:4]([C:8]2[N:13]3[N:14]=[C:15]([C:20]4[CH:25]=[CH:24][C:23]([O:26][C:27]5[CH:28]=[CH:29][CH:30]=[CH:31][CH:32]=5)=[CH:22][CH:21]=4)[C:16]([C:17]([NH2:19])=[O:18])=[C:12]3[N:11]=[CH:10][CH:9]=2)[CH:5]=[CH:6][CH:7]=1)(=[O:36])[CH:34]=[CH2:35]. Procedure: To a solution of 7-(3-aminophenyl)-2-(4-phenoxyphenyl)pyrazolo[1,5-a]pyrimidine-3-carboxamide (100 mg, 0.24 mmol) in DCM (10 mL) was added TEA (3 drops), followed by acryloyl chloride (32 mg, 0.36 mmol). The mixture was stirred at RT for 1 min and partitioned between DCM (50 mL) and brine (50 mL). Organic layer was separated from aqueous layer, dried over Na2SO4, concentrated and purified by Pre-TLC (DCM/CH3OH=10/1) to afford 12 mg (11%) of 7-(3-acrylamido phenyl)-2-(4-phenoxyphenyl)pyrazolo[1,5...